Dataset: the Open Reaction Database (ORD), a public repository of structured organic reaction records. Task: describe an organic reaction: reactants, conditions, products, and yield Starting materials: ClC1=C(C=C(C=C1)O)C (4-chloro-3-methylphenol), BrCC1CC[Si](CC1)(C1=CC=CC=C1)CCCCCCC (4-bromomethyl-1-n-heptyl-1-phenyl-1-silacyclohexane). The product is ClC1=C(C=C(C=C1)OC[C@@H]1CC[Si@H](CC1)CCCCCCC)C (trans-4-(4-chloro-3-methylphenyloxymethyl)-1-n-heptyl-1-silacyclohexane). As a reaction SMILES: [Cl:1][C:2]1[CH:7]=[CH:6][C:5]([OH:8])=[CH:4][C:3]=1[CH3:9].Br[CH2:11][CH:12]1[CH2:17][CH2:16][Si:15]([CH2:24][CH2:25][CH2:26][CH2:27][CH2:28][CH2:29][CH3:30])(C2C=CC=CC=2)[CH2:14][CH2:13]1>>[Cl:1][C:2]1[CH:7]=[CH:6][C:5]([O:8][CH2:11][C@H:12]2[CH2:17][CH2:16][Si@H:15]([CH2:24][CH2:25][CH2:26][CH2:27][CH2:28][CH2:29][CH3:30])[CH2:14][CH2:13]2)=[CH:4][C:3]=1[CH3:9]. Reported procedure: The general procedure of Example 9 was repeated using 4-chloro-3-methylphenol and 4-bromomethyl-1-n-heptyl-1-phenyl-1-silacyclohexane, thereby obtaining the intended compound. The reactants are ClC1=NC=C(C(=O)Cl)C=C1 (6-chloronicotinoyl chloride), CC(=O)C1=CC2=C(C=C1N)OCO2 (2-amino-4,5-methylenedioxyacetophenone). The product is ClC1=CC=C(C=N1)C(=O)NC1=C(C=C2C(=C1)OCO2)C(=O)C (6-Chloro-N-(2-methylcarbonyl-4,5-methylenedioxyphenyl)-3-pyridinecarboxamide). RXN SMILES: [Cl:1][C:2]1[CH:10]=[CH:9][C:5]([C:6](Cl)=[O:7])=[CH:4][N:3]=1.[CH3:11][C:12]([C:14]1[C:19]([NH2:20])=[CH:18][C:17]2[O:21][CH2:22][O:23][C:16]=2[CH:15]=1)=[O:13]>>[Cl:1][C:2]1[N:3]=[CH:4][C:5]([C:6]([NH:20][C:19]2[CH:18]=[C:17]3[O:21][CH2:22][O:23][C:16]3=[CH:15][C:14]=2[C:12]([CH3:11])=[O:13])=[O:7])=[CH:9][CH:10]=1. Procedure: The title compound was prepared from 6-chloronicotinoyl chloride and 2-amino-4,5-methylenedioxyacetophenone as a light grey-yellow solid as described in Example 1. 1H NMR (CDCl3): 9.09-9.08 (m, 1H), 8.55 (s, 1H), 8.30-8.27 (m, 1H), 7.50-7.47 (m, 1H), 7.35 (s, 1H), 6.10 (s, 2H), 2.64 (s, 3H). The reactants are N(=[N+]=[N-])C1[C@@]2(N(C(C(CS2)(OS(=O)(=O)C)COC(C)=O)C(=O)OCC2=CC=C(C=C2)[N+](=O)[O-])C1=O)SC (p-nitrobenzyl 7-azido-6-methylthio-3-acetoxymethyl-3-methylsulfonyloxy-cepham-4-carboxylate), φH-EtOAc. Run in CCOC(=O)C (EtOAc). Run at time 4 hour. The product is N(=[N+]=[N-])C1[C@@]2(N(C(=C(CS2)COC(C)=O)C(=O)OCC2=CC=C(C=C2)[N+](=O)[O-])C1=O)SC (p-nitrobenzyl 7-azido-6-methylthio-3-acetoxymethyl-ceph-3-em-4-carboxylate). Reaction SMILES: [N:1]([CH:4]1[C:34](=[O:35])[N:6]2[CH:7]([C:21]([O:23][CH2:24][C:25]3[CH:30]=[CH:29][C:28]([N+:31]([O-:33])=[O:32])=[CH:27][CH:26]=3)=[O:22])[C:8]([CH2:16][O:17][C:18](=[O:20])[CH3:19])(OS(C)(=O)=O)[CH2:9][S:10][C@:5]12[S:36][CH3:37])=[N+:2]=[N-:3]>CCOC(C)=O>[N:1]([CH:4]1[C:34](=[O:35])[N:6]2[C:7]([C:21]([O:23][CH2:24][C:25]3[CH:30]=[CH:29][C:28]([N+:31]([O-:33])=[O:32])=[CH:27][CH:26]=3)=[O:22])=[C:8]([CH2:16][O:17][C:18](=[O:20])[CH3:19])[CH2:9][S:10][C@:5]12[S:36][CH3:37])=[N+:2]=[N-:3]. Reported procedure: A mixture of p-nitrobenzyl 7-azido-6-methylthio-3-acetoxymethyl-3-methylsulfonyloxy-cepham-4-carboxylate (20 mg.) and EM silica gel 60 (500 mg.) in 3:1 φH-EtOAc (1 ml.) is stirred at room temperature for 4 hours. The mixture is diluted with EtOAc (3 ml.) and filtered through a small sintered glass funnel containing a pad of MgSO4. The silica gel is washed with more EtOAc (2 × 2 ml.). Evaporation of the filtrate in vacuo provides a 3:7 mixture (19 mg.) of starting material and p-nitrobenzyl 7-azi... The reactants are C(C)(=O)NC1=C(N(C2=CC(=CC=C12)Cl)C(=O)OCC)C(=O)C=1OC=CC1COC(C)=O (3-Acetylamino-6-chloro-1-ethoxycarbonyl-2-(3-acetoxymethyl-2-furoyl)indole), [Cl-].[NH4+] (ammonium chloride), [OH-].[Na+] (sodium hydroxide). Solvent: C(C)O (ethanol), O (water). Conditions: time 1.5 hour. The product is C(C)(=O)NC1=C(NC2=CC(=CC=C12)Cl)C(=O)C=1OC=CC1CO (3-Acetylamino-6-chloro-2-(3-hydroxymethyl-2-furoyl)indole). The yield is 73.6%. Reaction SMILES: [C:1]([NH:4][C:5]1[C:13]2[C:8](=[CH:9][C:10]([Cl:14])=[CH:11][CH:12]=2)[N:7](C(OCC)=O)[C:6]=1[C:20]([C:22]1[O:23][CH:24]=[CH:25][C:26]=1[CH2:27][O:28]C(=O)C)=[O:21])(=[O:3])[CH3:2].[OH-].[Na+].[Cl-].[NH4+]>C(O)C.O>[C:1]([NH:4][C:5]1[C:13]2[C:8](=[CH:9][C:10]([Cl:14])=[CH:11][CH:12]=2)[NH:7][C:6]=1[C:20]([C:22]1[O:23][CH:24]=[CH:25][C:26]=1[CH2:27][OH:28])=[O:21])(=[O:3])[CH3:2] |f:1.2,3.4|. Procedure: To a solution of 3-acetylamino-6-chloro-1-ethoxycarbonyl-2-(3-acetoxymethyl-2-furoyl) indole (step 3, 180 mg, 0.4 mmol) in a mixture of ethanol (10 ml) and water (5 ml) was added 2N aqueous sodium hydroxide (2 ml) at room temperture. After stirring for 1.5 h, the mixture was poured into saturated aqueous ammonium chloride (50 ml) and extracted with ethyl acetate (100 ml). The organic layer was washed with brine (50 ml), dried (MgSO4) and concentrated. The residue was purified by flash column chr... Starting materials: CCC(C)O, CC(C)NCCCNS(=O)(=O)c1ccc(N)cc1, N#Cc1cnc(Cl)nc1N1CCOCC1, Cl. The product is CC(C)NCCCNS(=O)(=O)c1ccc(Nc2ncc(C#N)c(N3CCOCC3)n2)cc1. RXN SMILES: [CH3:35][CH:36]([OH:37])[CH2:38][CH3:39].[CH:16]([CH3:17])([CH3:18])[NH:19][CH2:20][CH2:21][CH2:22][NH:23][S:24](=[O:25])(=[O:26])[c:27]1[cH:28][cH:29][c:30]([NH2:31])[cH:32][cH:33]1.[Cl:1][c:2]1[n:3][cH:4][c:5]([C:14]#[N:15])[c:6]([N:8]2[CH2:9][CH2:10][O:11][CH2:12][CH2:13]2)[n:7]1.[ClH:34]>>[c:2]1([NH:31][c:30]2[cH:29][cH:28][c:27]([S:24]([NH:23][CH2:22][CH2:21][CH2:20][NH:19][CH:16]([CH3:17])[CH3:18])(=[O:25])=[O:26])[cH:33][cH:32]2)[n:3][cH:4][c:5]([C:14]#[N:15])[c:6]([N:8]2[CH2:9][CH2:10][O:11][CH2:12][CH2:13]2)[n:7]1.